The task is: describe an organic reaction: reactants, conditions, products, and yield. This data is from the Open Reaction Database (ORD), a public repository of structured organic reaction records. The reactants are CCOC(=O)C1CC12CCCCC2, CCOC(=O)C1CC12CC1CCC2C1. The product is O=C(O)C1CC12CC1CCC2C1. As a reaction SMILES: [CH:15]1([C:16]([O:17][CH2:18][CH3:19])=[O:20])[C:21]2([CH2:22][CH2:23][CH2:24][CH2:25][CH2:26]2)[CH2:27]1.[CH:1]1([C:10](=[O:11])[O:12][CH2:13][CH3:14])[CH2:2][C:3]12[CH:4]1[CH2:5][CH2:6][CH:7]([CH2:8]2)[CH2:9]1>>[CH:1]1([C:10](=[O:11])[OH:12])[CH2:2][C:3]12[CH:4]1[CH2:5][CH2:6][CH:7]([CH2:8]2)[CH2:9]1. Starting materials: C(C)(C)C=1OC=C(N1)CNC (2-isopropyl-4-(((N-methyl)amino)methyl)-oxazole), COC([C@@H](NC(=O)OC1=CC=C(C=C1)[N+](=O)[O-])C)=O (N-(((4-nitrophenyl)oxy)carbonyl)-L-alanine methyl ester). Yields the product COC([C@@H](NC(=O)N(CC=1N=C(OC1)C(C)C)C)C)=O (N-((N-Methyl-N-((2-isopropyl-4-oxazolyl)methyl)amino)carbonyl)-L-alanine Methyl Ester). Isolated yield 66.0%. As a reaction SMILES: [CH:1]([C:4]1[O:5][CH:6]=[C:7]([CH2:9][NH:10][CH3:11])[N:8]=1)([CH3:3])[CH3:2].[CH3:12][O:13][C:14](=[O:30])[C@H:15]([CH3:29])[NH:16][C:17]([O:19]C1C=CC([N+]([O-])=O)=CC=1)=O>>[CH3:12][O:13][C:14](=[O:30])[C@H:15]([CH3:29])[NH:16][C:17]([N:10]([CH3:11])[CH2:9][C:7]1[N:8]=[C:4]([CH:1]([CH3:2])[CH3:3])[O:5][CH:6]=1)=[O:19]. Procedure details: Using the procedure of Example 1S, but replacing 2-isopropyl-4-(((N-methyl)amino)methyl) thiazole with 2-isopropyl-4-(((N-methyl)amino)methyl)-oxazole and replacing N-(((4-nitrophenyl)oxy) carbonyl)-L-valine methyl ester with N-(((4-nitrophenyl)oxy)carbonyl)-L-alanine methyl ester provided the desired compound in 66% yield. 1H NMR (CDCl3) δ 1.32 (d, 6 H), 1.42 (d, 3 H), 2.96 (s, 3 H), 3.05 (m, 1 H), 3.75 (s, 3 H), 4.30 (s, 2 H), 4.47 (m, 1 H), 5.80 (br d, 1 H), 7.46 (s, 1 H). Mass spectrum: (M+H... Starting materials: FC1=NC(=CC=C1)F (2,6-difluoropyridine), BrC1=CC=C(C=C1)C1=CC=C(C=C1)OCCCCCCCC (4-bromo-4'-octyloxybiphenyl), C(CCC)[Li] (n-butyllithium). Solvent: O1CCCC1 (tetrahydrofuran), CCCCCC (hexane), C1=CC=CC=C1 (benzene), CCCCCC (hexane). Yields the product FC1=NC(=CC=C1)C1=CC=C(C=C1)C1=CC=C(C=C1)OCCCCCCCC (2-fluoro-6-[4-(4-octyloxyphenyl)phenyl]pyridine). The yield is 25.5%. As a reaction SMILES: Br[C:2]1[CH:7]=[CH:6][C:5]([C:8]2[CH:13]=[CH:12][C:11]([O:14][CH2:15][CH2:16][CH2:17][CH2:18][CH2:19][CH2:20][CH2:21][CH3:22])=[CH:10][CH:9]=2)=[CH:4][CH:3]=1.C([Li])CCC.[F:28][C:29]1[CH:34]=[CH:33][CH:32]=[C:31](F)[N:30]=1>CCCCCC.C1C=CC=CC=1.O1CCCC1>[F:28][C:29]1[CH:34]=[CH:33][CH:32]=[C:31]([C:2]2[CH:7]=[CH:6][C:5]([C:8]3[CH:13]=[CH:12][C:11]([O:14][CH2:15][CH2:16][CH2:17][CH2:18][CH2:19][CH2:20][CH2:21][CH3:22])=[CH:10][CH:9]=3)=[CH:4][CH:3]=2)[N:30]=1. Procedure details: 24.00 g (66.60 mmol) of 4-bromo-4'-octyloxybiphenyl in 500 ml of hexane and 160 ml of benzene are stirred at room temperature with 49 ml (78.70 mmol) of a 1.6-molar n-butyllithium solution in hexane under argon for 18 hours. The reaction mixture is then slowly added dropwise at 0° C. under argon to a solution of 5.5 ml (60 mmol) of 2,6-difluoropyridine in 200 ml of tetrahydrofuran. After a reaction time of 5 hours at 0° C., the reaction mixture is evaporated to dryness, the residue is taken up i... Reactants: O=C([O-])[O-], Cc1cc(C)c2c(c1)NC(=O)CO2, CCCCCCC, CCOC(C)=O, ClCCCI, [Cs+], [Cs+]. Yields the product Cc1cc(C)c2c(c1)N(CCCCl)C(=O)CO2. RXN SMILES: [C:14](=[O:15])([O-:16])[O-:17].[CH3:1][c:2]1[cH:3][c:4]([CH3:13])[c:5]2[c:6]([cH:12]1)[NH:7][C:8](=[O:11])[CH2:9][O:10]2.[CH3:25][CH2:26][CH2:27][CH2:28][CH2:29][CH2:30][CH3:31].[CH3:32][CH2:33][O:34][C:35]([CH3:36])=[O:37].[Cl:20][CH2:21][CH2:22][CH2:23][I:24].[Cs+:18].[Cs+:19]>>[CH3:1][c:2]1[cH:3][c:4]([CH3:13])[c:5]2[c:6]([cH:12]1)[N:7]([CH2:23][CH2:22][CH2:21][Cl:20])[C:8](=[O:11])[CH2:9][O:10]2. Starting materials: O=C(Cl)c1ccccc1, ClCCl, c1ccc(CNCCCSc2ccncc2)cc1, Cl, Cl. The product is O=C(c1ccccc1)N(CCCSc1ccncc1)Cc1ccccc1. Reaction SMILES: [C:21]([c:22]1[cH:23][cH:24][cH:25][cH:26][cH:27]1)(=[O:28])[Cl:29].[CH2:30]([Cl:31])[Cl:32].[CH2:3]([c:4]1[cH:5][cH:6][cH:7][cH:8][cH:9]1)[NH:10][CH2:11][CH2:12][CH2:13][S:14][c:15]1[cH:16][cH:17][n:18][cH:19][cH:20]1.[ClH:1].[ClH:2]>>[CH2:3]([c:4]1[cH:5][cH:6][cH:7][cH:8][cH:9]1)[N:10]([CH2:11][CH2:12][CH2:13][S:14][c:15]1[cH:16][cH:17][n:18][cH:19][cH:20]1)[C:21]([c:22]1[cH:23][cH:24][cH:25][cH:26][cH:27]1)=[O:28]. Starting materials: OC(C(=O)OCC)=CC1=CC=CC=C1 (ethyl hydroxycinnamate), [OH-].[K+] (potassium hydroxide), S(=O)(=O)(C1=CC=C(C)C=C1)OCC1(COC1)CC (3-[(tosyloxy)methyl]-3-ethyloxetane). Solvent: C(C)O (ethanol). Conditions: temperature 50 celsius, time 1 hour. Product: C(C)C1(COC1)COC1=CC=C(C=CC(=O)O)C=C1 (4-(3-ethyloxetan-3-ylmethoxy)cinnamic acid). Yield: 19.3%. As a reaction SMILES: O[C:2](=[CH:8][C:9]1[CH:14]=[CH:13][CH:12]=[CH:11][CH:10]=1)[C:3]([O:5]CC)=[O:4].[OH-].[K+].S([O:27][CH2:28][C:29]1([CH2:33][CH3:34])[CH2:32][O:31][CH2:30]1)(C1C=CC(C)=CC=1)(=O)=O>C(O)C>[CH2:33]([C:29]1([CH2:28][O:27][C:12]2[CH:11]=[CH:10][C:9]([CH:8]=[CH:2][C:3]([OH:5])=[O:4])=[CH:14][CH:13]=2)[CH2:32][O:31][CH2:30]1)[CH3:34] |f:1.2|. Procedure details: 19 g of ethyl hydroxycinnamate and 7.3 g of potassium hydroxide were added to 150 ml of ethanol, and stirred at 50° C. for 1 hour. This was cooled to 40° C., and 35 g of 3-[(tosyloxy)methyl]-3-ethyloxetane was dropwise added to it. Then, this was refluxed for 3 hours. Ethanol was evaporated away, and water and toluene were added to it for liquid-liquid separation. The toluene layer was washed with 3% hydrochloric acid, saturated sodium hydrogencarbonate and water, and then toluene was evaporated... Reactants: CC1=CC=2CNCC(C2S1)O (2-methyl-4,5,6,7-tetrahydrothieno[3,2-c]pyridin-7-ol), ClC=1C=C(C=CC1Cl)F (3,4-dichloro-1-fluorobenzene). Product: ClC=1C=C(C=CC1Cl)OC1C2=C(CNC1)C=C(S2)C (7-(3,4-Dichlorophenyloxy)-2-methyl-4,5,6,7-tetrahydrothieno[3,2-c]pyridine). Reaction SMILES: [CH3:1][C:2]1[S:10][C:9]2[CH:8]([OH:11])[CH2:7][NH:6][CH2:5][C:4]=2[CH:3]=1.[Cl:12][C:13]1[CH:14]=[C:15](F)[CH:16]=[CH:17][C:18]=1[Cl:19]>>[Cl:12][C:13]1[CH:14]=[C:15]([O:11][CH:8]2[CH2:7][NH:6][CH2:5][C:4]3[CH:3]=[C:2]([CH3:1])[S:10][C:9]2=3)[CH:16]=[CH:17][C:18]=1[Cl:19]. Reported procedure: The same method as in Example 1 was conducted using 2-methyl-4,5,6,7-tetrahydrothieno[3,2-c]pyridin-7-ol (Reference Example 30) instead of 6-methyl-4,5,6,7-tetrahydrothieno[2,3-c]pyridin-4-ol (Reference Example 6) and was conducted using 3,4-dichloro-1-fluorobenzene instead of 1-fluoronaphthalene to give the objective compound. The reactants are ClCl (chlorine), C27H24ClF3N6O, CN(C)CC1=NC2=C(N1C1=C(C=C(C(=O)O)C=C1)C(F)(F)F)C=CC=C2 (4-(2-dimethylaminomethylbenzimidazol-1-yl)-3-trifluoromethylbenzoic acid), CN(C)C(=[N+](C)C)ON1C2=C(C=CC=C2)N=N1.[B-](F)(F)(F)F (TBTU), C(C)(C)N(CC)C(C)C (diisopropylethylamine), ClC1=CC2=C(NC(=N2)[C@H](C)N)C=C1 ((1S)-1-(5-chloro-1H-benzimidazol-2-yl)ethylamine). Run in ClCCl.CO (dichloromethane methanol), CS(=O)C (dimethylsulfoxide). Yields the product ClC1=CC2=C(NC(=N2)[C@H](C)NC(C2=CC(=C(C=C2)N2C(=NC3=C2C=CC=C3)CN(C)C)C(F)(F)F)=O)C=C1 (N-[(1S)-1-(5-chloro-1H-benzimidazol-2-yl)ethyl]-4-(2-dimethylaminomethylbenzimidazol-1-yl)-3-trifluoromethylbenzamide). Isolated yield 26.0%. Reaction SMILES: [CH3:1][N:2]([CH2:4][C:5]1[N:9]([C:10]2[CH:18]=[CH:17][C:13]([C:14]([OH:16])=O)=[CH:12][C:11]=2[C:19]([F:22])([F:21])[F:20])[C:8]2[CH:23]=[CH:24][CH:25]=[CH:26][C:7]=2[N:6]=1)[CH3:3].CN(C(ON1N=NC2C=CC=CC1=2)=[N+](C)C)C.[B-](F)(F)(F)F.C(N(C(C)C)CC)(C)C.[Cl:58][C:59]1[CH:70]=[CH:69][C:62]2[NH:63][C:64]([C@@H:66]([NH2:68])[CH3:67])=[N:65][C:61]=2[CH:60]=1.ClCl>CS(C)=O.ClCCl.CO>[Cl:58][C:59]1[CH:70]=[CH:69][C:62]2[NH:63][C:64]([C@@H:66]([NH:68][C:14](=[O:16])[C:13]3[CH:17]=[CH:18][C:10]([N:9]4[C:8]5[CH:23]=[CH:24][CH:25]=[CH:26][C:7]=5[N:6]=[C:5]4[CH2:4][N:2]([CH3:3])[CH3:1])=[C:11]([C:19]([F:20])([F:22])[F:21])[CH:12]=3)[CH3:67])=[N:65][C:61]=2[CH:60]=1 |f:1.2,7.8|. Procedure details: Prepared analogously to Example 1g from 4-(2-dimethylaminomethylbenzimidazol-1-yl)-3-trifluoromethylbenzoic acid, TBTU, diisopropylethylamine, and (1S)-1-(5-chloro-1H-benzimidazol-2-yl)ethylamine in dimethylsulfoxide. Yield: 26%; Rf value: 0.25 (silica gel: dichloromethane/methanol=10:1); C27H24ClF3N6O (540.975); mass spectrum: (M+H)+=541/543 (chlorine isotope). Starting materials: C(=O)C1=C(C=C(C(=O)O)C=C1)O (4-Formyl-3-hydroxybenzoic acid), C(C)(C)N(CC)C(C)C (diisopropylethylamine), COCCl (chloromethyl methyl ether). The solvent is ClCCl (dichloromethane). Conditions: time 1 hour. Product: C(=O)C1=C(C=C(C(=O)O)C=C1)OCOC (4-formyl-3-methoxymethoxybenzoic acid). The yield is 79.7%. Reaction SMILES: [CH:1]([C:3]1[CH:11]=[CH:10][C:6]([C:7]([OH:9])=[O:8])=[CH:5][C:4]=1[OH:12])=[O:2].C(N(C(C)C)CC)(C)C.[CH3:22][O:23][CH2:24]Cl>ClCCl>[CH:1]([C:3]1[CH:11]=[CH:10][C:6]([C:7]([OH:9])=[O:8])=[CH:5][C:4]=1[O:12][CH2:22][O:23][CH3:24])=[O:2]. Procedure details: 4-Formyl-3-hydroxybenzoic acid (2.20 g, 13.2 mmol) was suspended in dichloromethane (40 mL), and the suspension was added with diisopropylethylamine (9.20 mL, 52.8 mmol) and chloromethyl methyl ether (2.01 mL, 26.5 mmol) under ice-cooling. Then, the reaction mixture was warmed to room temperature and stirred for 1 hour. The solvent was evaporated under reduced pressure and the residue was dissolved in methanol (40 mL), and the solution was added with 2 mol/L aqueous potassium hydroxide solution ... The reactants are Br.BrC(C)C=1OC(C2=CC=CC=C2C1C=1SC(=CC1)CN1CCOCC1)=O (3-(1-Bromoethyl)-4-(5-(morpholinomethyl)thiophen-2-yl)-1H-isochromen-1-one hydrobromide), [H-].[Na+] (NaH), C(C1=CC=CC=C1)(C1=CC=CC=C1)(C1=CC=CC=C1)N1C2=NC=NC(=C2N=C1)NC(OC(C)(C)C)=O (tert-Butyl 9-trityl-9H-purin-6-ylcarbamate), [H-].[Na+] (NaH). The solvent is CN(C)C=O (DMF), CN(C=O)C (N,N-dimethylformamide), [Cl-].[Na+].O (brine). Conditions: time 30 minute. Product: N1=CN=C2NC=NC2=C1NC(C)C=1OC(C2=CC=CC=C2C1C=1SC(=CC1)CN1CCOCC1)=O (3-(1-(9H-Purin-6-ylamino)ethyl)-4-(5-(morpholinomethyl)thiophen-2-yl)-1H-isochromen-1-one). Yield: 9.5%. Reaction SMILES: C([N:20]1[CH:28]=[N:27][C:26]2[C:21]1=[N:22][CH:23]=[N:24][C:25]=2[NH:29]C(=O)OC(C)(C)C)(C1C=CC=CC=1)(C1C=CC=CC=1)C1C=CC=CC=1.[H-].[Na+].Br.Br[CH:41]([C:43]1[O:44][C:45](=[O:65])[C:46]2[C:51]([C:52]=1[C:53]1[S:54][C:55]([CH2:58][N:59]3[CH2:64][CH2:63][O:62][CH2:61][CH2:60]3)=[CH:56][CH:57]=1)=[CH:50][CH:49]=[CH:48][CH:47]=2)[CH3:42]>CN(C)C=O.[Cl-].[Na+].O>[N:24]1[C:25]([NH:29][CH:41]([C:43]2[O:44][C:45](=[O:65])[C:46]3[C:51]([C:52]=2[C:53]2[S:54][C:55]([CH2:58][N:59]4[CH2:60][CH2:61][O:62][CH2:63][CH2:64]4)=[CH:56][CH:57]=2)=[CH:50][CH:49]=[CH:48][CH:47]=3)[CH3:42])=[C:26]2[C:21]([NH:20][CH:28]=[N:27]2)=[N:22][CH:23]=1 |f:1.2,3.4,6.7.8|. Procedure details: tert-Butyl 9-trityl-9H-purin-6-ylcarbamate (102 mg, 0.213 mmol) was added to a solution of 50% dispersion in mineral oil NaH (5.12 mg, 0.213 mmol) in N,N-dimethylformamide (0.5 ml) and the mixture was stirred at RT for 30 min. 3-(1-Bromoethyl)-4-(5-(morpholinomethyl)thiophen-2-yl)-1H-isochromen-1-one hydrobromide (intermediate C16, 100 mg, 0.194 mmol) was suspended in DMF (0.5 ml, 0.194 mmol) and reacted with 50% dispersion in mineral oil NaH (5.1 mg, 0.213 mmol) at RT for 15 min. The resulting ...